describe an organic reaction: reactants, conditions, products, and yield From a dataset of the Open Reaction Database (ORD), a public repository of structured organic reaction records. Reactants: C(C)(=O)OCC (ethyl acetate), [F-].C(CCC)[N+](CCCC)(CCCC)CCCC (tetrabutylammonium fluoride), solution, O1C(=CC=C1)C=1C=C2C(=NN(C2=CC1C1=CC=C(C=C1)OCC1=CC=CC=C1)COCC[Si](C)(C)C)NC(CCC)=O (N-[5-(2-furyl)-6-[4-(phenylmethoxy)phenyl]-1-[[2-(trimethylsilyl)ethoxy]methyl]-1H-indazol-3-yl]butanamide). Run in O1CCCC1 (tetrahydrofuran), O1CCCC1 (tetrahydrofuran). The product is O1C(=CC=C1)C=1C=C2C(=NNC2=CC1C1=CC=C(C=C1)OCC1=CC=CC=C1)NC(CCC)=O (N-[5-(2-furyl)-6-[4-(phenylmethoxy)phenyl]-1H-indazol-3-yl]butanamide). The yield is 80.5%. Reaction SMILES: [F-].C([N+](CCCC)(CCCC)CCCC)CCC.[O:19]1[CH:23]=[CH:22][CH:21]=[C:20]1[C:24]1[CH:25]=[C:26]2[C:30](=[CH:31][C:32]=1[C:33]1[CH:38]=[CH:37][C:36]([O:39][CH2:40][C:41]3[CH:46]=[CH:45][CH:44]=[CH:43][CH:42]=3)=[CH:35][CH:34]=1)[N:29](COCC[Si](C)(C)C)[N:28]=[C:27]2[NH:55][C:56](=[O:60])[CH2:57][CH2:58][CH3:59].C(OCC)(=O)C>O1CCCC1>[O:19]1[CH:23]=[CH:22][CH:21]=[C:20]1[C:24]1[CH:25]=[C:26]2[C:30](=[CH:31][C:32]=1[C:33]1[CH:34]=[CH:35][C:36]([O:39][CH2:40][C:41]3[CH:46]=[CH:45][CH:44]=[CH:43][CH:42]=3)=[CH:37][CH:38]=1)[NH:29][N:28]=[C:27]2[NH:55][C:56](=[O:60])[CH2:57][CH2:58][CH3:59] |f:0.1|. Procedure: 12.4 cm3 of tetrabutylammonium fluoride as a 1M solution in tetrahydrofuran are added to 1.20 g of N-[5-(2-furyl)-6-[4-(phenylmethoxy)phenyl]-1-[[2-(trimethylsilyl)ethoxy]methyl]-1H-indazol-3-yl]butanamide, described previously, in 50 cm3 of tetrahydrofuran, and the mixture is refluxed for 18 hours; after cooling, 75 cm3 of ethyl acetate are added and the organic phase is washed successively with 2×50 cm3 of saturated sodium hydrogen carbonate solution and with 50 cm3 of saturated sodium chlorid... The reactants are O=C([O-])[O-], CI, CN(C)C=O, CCOC(C)=O, CCOC(=O)C1=CCCCC1S(=O)(=O)Nc1ccc(Cl)cc1F, [K+], [K+]. Yields the product CCOC(=O)C1=CCCCC1S(=O)(=O)N(C)c1ccc(Cl)cc1F. RXN SMILES: [C:26](=[O:27])([O-:28])[O-:29].[CH3:24][I:25].[CH3:32][N:33]([CH3:34])[CH:35]=[O:36].[CH3:37][CH2:38][O:39][C:40](=[O:41])[CH3:42].[Cl:1][c:2]1[cH:3][c:4]([F:23])[c:5]([NH:8][S:9](=[O:10])(=[O:11])[CH:12]2[CH2:13][CH2:14][CH2:15][CH:16]=[C:17]2[C:18](=[O:19])[O:20][CH2:21][CH3:22])[cH:6][cH:7]1.[K+:30].[K+:31]>>[Cl:1][c:2]1[cH:3][c:4]([F:23])[c:5]([N:8]([S:9](=[O:10])(=[O:11])[CH:12]2[CH2:13][CH2:14][CH2:15][CH:16]=[C:17]2[C:18](=[O:19])[O:20][CH2:21][CH3:22])[CH3:26])[cH:6][cH:7]1.